From a dataset of the Open Reaction Database (ORD), a public repository of structured organic reaction records. describe an organic reaction: reactants, conditions, products, and yield The solvent is C(C)O (ethanol), O (water). As a reaction SMILES: [N:1]1[CH:6]=[CH:5][CH:4]=[CH:3][C:2]=1[CH3:7].[CH3:8][O:9][C:10]1[CH:19]=[CH:18][C:13]([C:14](=O)[CH2:15]Br)=[CH:12][CH:11]=1>C(O)C.O>[CH3:8][O:9][C:10]1[CH:19]=[CH:18][C:13]([C:14]2[CH:7]=[C:2]3[N:1]([CH:15]=2)[CH:6]=[CH:5][CH:4]=[CH:3]3)=[CH:12][CH:11]=1. Yields the product COC1=CC=C(C=C1)C=1C=C2C=CC=CN2C1 (2-(4-methoxyphenyl) indolizine). Reported procedure: 10 g of 2-picoline and 25 g of 4-methoxyphenacyl bromide in 35 ml of ethanol were refluxed for 18 hours. The reaction solution was concentrated under reduced pressure to give a solid, which was dissolved in 350 ml of water. After the aqueous solution was extracted with three 35 ml portions of ether, 35 g of sodium bicarbonate was added to the aqueous solution and was refluxed two hours. The cooled reaction mixture was filtered to give 20 g of product. Reactants: N1=C(C=CC=C1)C (2-picoline), COC1=CC=C(C(CBr)=O)C=C1 (4-methoxyphenacyl bromide). Isolated yield 83.4%. The reactants are BrC=1C(=C2C(=NC1C)NC=N2)Cl (6-bromo-7-chloro-5-methyl-3H-imidazo[4,5-b]pyridine), [F-].[K+] (KF), C1COCCOCCOCCOCCOCCO1 (18-crown-6). The solvent is CN1CCCC1=O (NMP), CCOC(=O)C (EtOAc), O (water). Conditions: time 16 hour. Yields the product BrC=1C(=C2C(=NC1C)NC=N2)F (6-bromo-7-fluoro-5-methyl-3H-imidazo[4.5-b]pyridine). Reaction SMILES: [Br:1][C:2]1[C:3](Cl)=[C:4]2[N:11]=[CH:10][NH:9][C:5]2=[N:6][C:7]=1[CH3:8].[F-:13].[K+].C1OCCOCCOCCOCCOCCOC1>CN1C(=O)CCC1.CCOC(C)=O.O>[Br:1][C:2]1[C:3]([F:13])=[C:4]2[N:11]=[CH:10][NH:9][C:5]2=[N:6][C:7]=1[CH3:8] |f:1.2|. Procedure details: To a solution of 6-bromo-7-chloro-5-methyl-3H-imidazo[4,5-b]pyridine (1.00 equivalent) in NMP is added KF (3.00 equivalents) and 18-crown-6 (0.20 equivalents) at room temperature. The resulting mixture is refluxed with stirring for 16 hours. The reaction mixture is cooled to room temperature and diluted with EtOAc and water. The organic layer is washed with brine, dried over MgSO4, filtered, and concentrated in vacuo to afford the desired product that is purified by flash column chromatography a... Starting materials: O=C=Nc1ccc(F)cc1, COC(=O)C(CSCC(CC(=O)O)C(=O)c1cccnc1)NC(=O)OCC1c2ccccc2-c2ccccc21. The product is COC(=O)C(CSCC(CC(=O)O)C(=O)c1cccnc1)NC(=O)Nc1ccc(F)cc1. RXN SMILES: [F:40][c:41]1[cH:42][cH:43][c:44]([N:47]=[C:48]=[O:49])[cH:45][cH:46]1.[cH:1]1[c:2]2[c:12]([cH:13][cH:14][cH:15]1)-[c:7]1[c:6]([cH:11][cH:10][cH:9][cH:8]1)[CH:3]2[CH2:4][O:5][C:16](=[O:17])[NH:18][CH:19]([CH2:20][S:21][CH2:22][CH:23]([CH2:24][C:25](=[O:26])[OH:27])[C:28]([c:29]1[cH:30][n:31][cH:32][cH:33][cH:34]1)=[O:35])[C:36](=[O:37])[O:38][CH3:39]>>[C:16](=[O:17])([NH:18][CH:19]([CH2:20][S:21][CH2:22][CH:23]([CH2:24][C:25](=[O:26])[OH:27])[C:28]([c:29]1[cH:30][n:31][cH:32][cH:33][cH:34]1)=[O:35])[C:36](=[O:37])[O:38][CH3:39])[NH:47][c:44]1[cH:43][cH:42][c:41]([F:40])[cH:46][cH:45]1. RXN SMILES: [NH:1]1[C:5]2=[C:6]3[CH:12]=[CH:11][NH:10][C:7]3=[N:8][CH:9]=[C:4]2[NH:3][C:2]1=[O:13].[F-].[CH2:15]([N+](CCCC)(CCCC)CCCC)[CH2:16][CH2:17][CH3:18].[O:32]1[CH2:36][CH2:35][CH2:34][CH2:33]1>O1CCCC1>[OH:32][CH2:36][CH:35]1[CH:17]2[CH2:18][CH:33]([CH2:15][CH2:16]2)[CH:34]1[N:1]1[C:5]2=[C:6]3[CH:12]=[CH:11][NH:10][C:7]3=[N:8][CH:9]=[C:4]2[NH:3][C:2]1=[O:13] |f:1.2.3|. Procedure: To a solution of 3-{[(triisopropylsilyl)oxy]methyl}bicyclo[2.2.1]hept-2-yl]-3,6-dihydroimidazo[4,5-d]pyrrolo[2,3-b]pyridine-2(1H)-one (45 mg) in tetrahydrofuran (0.15 ml) was added 1M tetrabutylammoniumfluoride/tetrahydrofuran solution (297 μl), and the mixture was stirred overnight at ambient temperature. The reaction solution was evaporated under reduced pressure. The residue was purified by silica gel column chromatography (ethyl acetate:methanol) to obtain 1-[3-(hydroxymethyl)bicyclo[2.2.1]h... Solvent: O1CCCC1 (tetrahydrofuran). Reactants: N1C(NC=2C1=C1C(=NC2)NC=C1)=O (3,6-dihydroimidazo[4,5-d]pyrrolo[2,3-b]pyridine-2(1H)-one), [F-].C(CCC)[N+](CCCC)(CCCC)CCCC.O1CCCC1 (tetrabutylammoniumfluoride tetrahydrofuran). Product: OCC1C(C2CCC1C2)N2C(NC=1C2=C2C(=NC1)NC=C2)=O (1-[3-(hydroxymethyl)bicyclo[2.2.1]hept-2-yl]-3,6-dihydroimidazo[4,5-d]pyrrolo[2,3-b]pyridine-2(1H)-one). Reaction conditions: time 8 hour. Reactants: CCO, O=C(Cl)c1ccc([N+](=O)[O-])cc1, NCCCn1ccnc1. Product: O=C(NCCCn1ccnc1)c1ccc([N+](=O)[O-])cc1. As a reaction SMILES: [CH3:22][CH2:23][OH:24].[N+:10](=[O:11])([O-:12])[c:13]1[cH:14][cH:15][c:16]([C:17](=[O:18])[Cl:19])[cH:20][cH:21]1.[NH2:1][CH2:2][CH2:3][CH2:4][n:5]1[cH:6][n:7][cH:8][cH:9]1>>[NH:1]([CH2:2][CH2:3][CH2:4][n:5]1[cH:6][n:7][cH:8][cH:9]1)[C:17]([c:16]1[cH:15][cH:14][c:13]([N+:10](=[O:11])[O-:12])[cH:21][cH:20]1)=[O:18]. Starting materials: CC1=CC=C(C=C1)C=1OC2=C(N1)C=C(C=C2)C(=O)Cl (2-(4-Methylphenyl)-5-benzoxazolecarbonyl Chloride), C(Cl)(Cl)Cl (chloroform), OC1=C(C(=O)C2=CC=CC=C2)C=CC(=C1)O (2,4-dihydroxybenzophenone), [OH-].[Na+] (sodium hydroxide). The solvent is O (water). Yields the product CC1=CC=C(C=C1)C=1OC2=C(N1)C=C(C=C2)C(=O)OC2=CC(=C(C=C2)C(C2=CC=CC=C2)=O)O (4-Benzoyl-3-hydroxyphenyl 2-(4-Methylphenyl)-5-benzoxazolecarboxylate). As a reaction SMILES: [CH3:1][C:2]1[CH:7]=[CH:6][C:5]([C:8]2[O:9][C:10]3[CH:16]=[CH:15][C:14]([C:17](Cl)=[O:18])=[CH:13][C:11]=3[N:12]=2)=[CH:4][CH:3]=1.[OH:20][C:21]1[CH:34]=[C:33]([OH:35])[CH:32]=[CH:31][C:22]=1[C:23]([C:25]1[CH:30]=[CH:29][CH:28]=[CH:27][CH:26]=1)=[O:24].[OH-].[Na+].C(Cl)(Cl)Cl>O>[CH3:1][C:2]1[CH:3]=[CH:4][C:5]([C:8]2[O:9][C:10]3[CH:16]=[CH:15][C:14]([C:17]([O:35][C:33]4[CH:32]=[CH:31][C:22]([C:23](=[O:24])[C:25]5[CH:30]=[CH:29][CH:28]=[CH:27][CH:26]=5)=[C:21]([OH:20])[CH:34]=4)=[O:18])=[CH:13][C:11]=3[N:12]=2)=[CH:6][CH:7]=1 |f:2.3|. Procedure: A solution containing 5.42 g. (0.02 mole) of 1c, 4.28 g. (0.02 mole) of 2,4-dihydroxybenzophenone, and 0.8 g. (0.02 mole) of sodium hydroxide in 50 ml. of chloroform and 15 ml. of water was refluxed for 3 hours. After cooling, the layers were separated and the organic layer was concentrated to given 5.27 g. (59%) of 1e as a white crystalline solid: UV (CH2Cl2) λmax 306 nm (31,000), ε325 =18,500.